This data is from the Open Reaction Database (ORD), a public repository of structured organic reaction records. The task is: describe an organic reaction: reactants, conditions, products, and yield Starting materials: OC(=O)C(F)(F)F.CN1C(N(CC1C(=O)O)C=1C=NC(=CC1)OC)=O (3-methyl-1-[6-(methyloxy)-3-pyridinyl]-2-oxo-4-imidazolidinecarboxylic acid TFA salt), C(C)N1CCOCC1 (N-ethylmorpholine), O.ON1N=NC2=C1C=CC=C2 (1-hydroxybenzotriazole hydrate), Cl.C(C)N=C=NCCCN(C)C (1-ethyl-3-(3-dimethylaminopropyl)carbodiimide hydrochloride), ClC1=C(C=CC(=C1)Cl)CN (1-(2,4-Dichlorophenyl)methanamine). Run in ClCCl (dichloromethane), ClCCl (dichloromethane). Run at time 10 minute. Product: ClC1=C(C=CC(=C1)Cl)CNC(=O)C1N(C(N(C1)C=1C=NC(=CC1)OC)=O)C (N-[(2,4-dichlorophenyl)methyl]-3-methyl-1-[6-(methyloxy)-3-pyridinyl]-2-oxo-4-imidazolidinecarboxamide). Yield: 61.1%. RXN SMILES: OC(C(F)(F)F)=O.[CH3:8][N:9]1[CH:13]([C:14]([OH:16])=O)[CH2:12][N:11]([C:17]2[CH:18]=[N:19][C:20]([O:23][CH3:24])=[CH:21][CH:22]=2)[C:10]1=[O:25].C(N1CCOCC1)C.O.ON1C2C=CC=CC=2N=N1.Cl.C(N=C=NCCCN(C)C)C.[Cl:57][C:58]1[CH:63]=[C:62]([Cl:64])[CH:61]=[CH:60][C:59]=1[CH2:65][NH2:66]>ClCCl>[Cl:57][C:58]1[CH:63]=[C:62]([Cl:64])[CH:61]=[CH:60][C:59]=1[CH2:65][NH:66][C:14]([CH:13]1[CH2:12][N:11]([C:17]2[CH:18]=[N:19][C:20]([O:23][CH3:24])=[CH:21][CH:22]=2)[C:10](=[O:25])[N:9]1[CH3:8])=[O:16] |f:0.1,3.4,5.6|. Reported procedure: To a solution of 3-methyl-1-[6-(methyloxy)-3-pyridinyl]-2-oxo-4-imidazolidinecarboxylic acid TFA salt (145 mg, 0.404 mmol) and N-ethylmorpholine (0.307 ml, 2.424 mmol) in dichloromethane (5 ml) was added 1-hydroxybenzotriazole hydrate (61.9 mg, 0.404 mmol) and 1-ethyl-3-(3-dimethylaminopropyl)carbodiimide hydrochloride (77 mg, 0.404 mmol) and the reaction mixture was stirred for 10 minutes at room temperature. 1-(2,4-Dichlorophenyl)methanamine (71.1 mg, 0.404 mmol) was added and the reaction was...